Dataset: the Open Reaction Database (ORD), a public repository of structured organic reaction records. Task: describe an organic reaction: reactants, conditions, products, and yield Reactants: [H-].[Na+] (sodium hydride), COP(OC)(=O)CC(CCCCC)=O (2-oxoheptylphosphonic acid dimethyl ester), C(=O)(OC)CCCCCCC=1N=CSC1\C=C\C(CCCCC)=O (4-(6-carbomethoxyhexyl)-5-(3-keto-1-trans-octenyl)-thiazole), CC=1SC(=C(N1)CCCCCCC(=O)OC)C=O (2-methyl-4-(6-carbomethoxyhexyl)-thiazole-5-carbaldehyde). Solvent: O (water), COCCOC (1,2-dimethoxy-ethane), COCCOC (1,2-dimethoxy-ethane), COCCOC (1,2-dimethoxy-ethane). Conditions: time 5 hour. The product is CC=1SC(=C(N1)CCCCCCC(=O)OC)\C=C\C(CCCCC)=O (2-methyl-4-(6-carbomethoxyhexyl)-5-(3-keto-1-trans-octenyl)-thiazole). As a reaction SMILES: [H-].[Na+].COP([CH2:9][C:10](=[O:16])[CH2:11][CH2:12][CH2:13][CH2:14][CH3:15])(=O)OC.[CH3:17][C:18]1[S:19][C:20]([CH:33]=O)=[C:21]([CH2:23][CH2:24][CH2:25][CH2:26][CH2:27][CH2:28][C:29]([O:31][CH3:32])=[O:30])[N:22]=1.C(CCCCCCC1N=CSC=1/C=C/C(=O)CCCCC)(OC)=O>COCCOC.O>[CH3:17][C:18]1[S:19][C:20](/[CH:33]=[CH:9]/[C:10](=[O:16])[CH2:11][CH2:12][CH2:13][CH2:14][CH3:15])=[C:21]([CH2:23][CH2:24][CH2:25][CH2:26][CH2:27][CH2:28][C:29]([O:31][CH3:32])=[O:30])[N:22]=1 |f:0.1|. Procedure details: To a suspension of 0.45 g of sodium hydride in 5 ml of anhydrous 1,2-dimethoxy-ethane a solution of 4.12 g of 2-oxoheptylphosphonic acid dimethyl ester in 20 ml of 1,2-dimethoxy-ethane was added under stirring at room temperature. The reaction mixture was stirred for an hour, then a solution of 1 g of 2-methyl-4-(6-carbomethoxyhexyl)-thiazole-5-carbaldehyde (XIII, R1 = CH3) prepared according to point (e) of Example 2, in 10 ml of 1,2-dimethoxy-ethane was added dropwise, and stirring was continu... Reactants: O=C(OCc1ccccc1)N1CCC(=O)N(C(CO)CCN2CCC3(CC3)C(O)C2)CC1, Cl. The product is O=C1CCNCCN1C(CO)CCN1CCC2(CC2)C(O)C1. Reaction SMILES: [CH2:1]([O:2][C:3](=[O:4])[N:11]1[CH2:12][CH2:13][N:14]([CH:19]([CH2:20][CH2:21][N:22]2[CH2:23][CH:24]([OH:30])[C:25]3([CH2:26][CH2:27]3)[CH2:28][CH2:29]2)[CH2:31][OH:32])[C:15](=[O:18])[CH2:16][CH2:17]1)[c:5]1[cH:6][cH:7][cH:8][cH:9][cH:10]1.[ClH:33]>>[NH:11]1[CH2:12][CH2:13][N:14]([CH:19]([CH2:20][CH2:21][N:22]2[CH2:23][CH:24]([OH:30])[C:25]3([CH2:26][CH2:27]3)[CH2:28][CH2:29]2)[CH2:31][OH:32])[C:15](=[O:18])[CH2:16][CH2:17]1. RXN SMILES: [OH:1][C:2]1[CH:3]=[CH:4][CH:5]=[C:6]2[C:10]=1[N:9]([CH3:11])[C:8]([C:12]([O:14][CH3:15])=[O:13])=[CH:7]2.[H-].[Na+].Cl[CH2:19][C:20]([NH2:22])=[O:21]>CN(C)C=O>[C:20]([CH2:19][O:1][C:2]1[CH:3]=[CH:4][CH:5]=[C:6]2[C:10]=1[N:9]([CH3:11])[C:8]([C:12]([O:14][CH3:15])=[O:13])=[CH:7]2)(=[O:21])[NH2:22] |f:1.2|. The product is C(N)(=O)COC=1C=CC=C2C=C(N(C12)C)C(=O)OC (methyl 7-carbamoylmethoxy-1-methyl-2-indolecarboxylate). Run in CN(C=O)C (dimethyl-formamide). Yield: 84.4%. Reactants: OC=1C=CC=C2C=C(N(C12)C)C(=O)OC (methyl 7-hydroxy-1-methyl-2-indolecarboxylate), [H-].[Na+] (sodium hydride), ClCC(=O)N (2-chloroacetamide). Procedure: After 0.50 g (2.44 mmol) of methyl 7-hydroxy-1-methyl-2-indolecarboxylate was added to a suspension of 0.01 g (2.44 mmol) of 60% sodium hydride in 25 ml of dimethyl-formamide, the mixture was stirred at room temperature until the mixture became a transparent solution. Then 0.25 g (2.68 mmols) of 2-chloroacetamide was added dropwise to the transparent solution at room temperature followed by stirring at 50° C. for an hour. The reaction mixture was poured onto ice water. The resulting mixture was ... The yield is 85.4%. Reaction SMILES: [Cl:1][C:2]1([C:5]2OC(=O)[S:7][N:6]=2)[CH2:4][CH2:3]1.[S:11]([C:21]#[N:22])([C:14]1[CH:20]=[CH:19][C:17]([CH3:18])=[CH:16][CH:15]=1)(=[O:13])=[O:12].CCCCC>ClC1C=CC=CC=1Cl>[Cl:1][C:2]1([C:5]2[N:22]=[C:21]([S:11]([C:14]3[CH:20]=[CH:19][C:17]([CH3:18])=[CH:16][CH:15]=3)(=[O:13])=[O:12])[S:7][N:6]=2)[CH2:4][CH2:3]1. Solvent: ClC1=C(C=CC=C1)Cl (1,2-dichlorobenzene). Starting materials: ClC1(CC1)C1=NSC(O1)=O (5-(1-chlorocyclopropyl)-1,3,4-oxathiazol-2-one), S(=O)(=O)(C1=CC=C(C)C=C1)C#N (tosyl cyanide), CCCCC (pentane). Yields the product ClC1(CC1)C1=NSC(=N1)S(=O)(=O)C1=CC=C(C=C1)C (3-(1-Chlorocyclopropyl)-5-{(4-methylphenyl)sulphonyl}-1,2,4-thiadiazole). Reported procedure: 66.2 g (372 mmol) of 5-(1-chlorocyclopropyl)-1,3,4-oxathiazol-2-one and 70.9 g (391 mmol) of tosyl cyanide are stirred in 125 ml of 1,2-dichlorobenzene at 160° C. for 1 h. Subsequently, the reaction mixture is cooled and treated with pentane, and the precipitate is filtered off and dried under vacuum. 100.0 g of product are obtained (99.9% purity, 85.2% yield, log P (pH 2.3)=3.67). Reactants: C([O-])([O-])=O.[Na+].[Na+] (Sodium carbonate), aqueous solution, C1(=CC=CC=C1)B(O)O (phenyl boronic acid), COCCOCN(S(=O)(=O)C=1SC(=CC1)Br)C1=C(C(=NO1)C)C (N-(methoxyethoxymethyl)-N-(4-methyl-3-methyl-5-isoxazolyl)-5-bromothiophene-2-sulfonamide). The reagents and catalysts are [Pd].C1(=CC=CC=C1)P(C1=CC=CC=C1)C1=CC=CC=C1.C1(=CC=CC=C1)P(C1=CC=CC=C1)C1=CC=CC=C1.C1(=CC=CC=C1)P(C1=CC=CC=C1)C1=CC=CC=C1.C1(=CC=CC=C1)P(C1=CC=CC=C1)C1=CC=CC=C1 (tetrakis (triphenylphosphine) palladium (0)). Solvent: C(C)O (ethanol), O (water), C1=CC=CC=C1 (benzene). Product: COCCOCN(S(=O)(=O)C=1SC(=CC1)C1=CC=CC=C1)C1=C(C(=NO1)C)C (N-(methoxyethoxymethyl)-N-(3,4-dimethyl-5-isoxazolyl)-5-phenylthiophene-2-sulfonamide). Isolated yield 61.9%. Reaction SMILES: C(=O)([O-])[O-].[Na+].[Na+].[C:7]1(B(O)O)[CH:12]=[CH:11][CH:10]=[CH:9][CH:8]=1.[CH3:16][O:17][CH2:18][CH2:19][O:20][CH2:21][N:22]([C:32]1[O:36][N:35]=[C:34]([CH3:37])[C:33]=1[CH3:38])[S:23]([C:26]1[S:27][C:28](Br)=[CH:29][CH:30]=1)(=[O:25])=[O:24]>C(O)C.C1C=CC=CC=1.O.[Pd].C1(P(C2C=CC=CC=2)C2C=CC=CC=2)C=CC=CC=1.C1(P(C2C=CC=CC=2)C2C=CC=CC=2)C=CC=CC=1.C1(P(C2C=CC=CC=2)C2C=CC=CC=2)C=CC=CC=1.C1(P(C2C=CC=CC=2)C2C=CC=CC=2)C=CC=CC=1>[CH3:16][O:17][CH2:18][CH2:19][O:20][CH2:21][N:22]([C:32]1[O:36][N:35]=[C:34]([CH3:37])[C:33]=1[CH3:38])[S:23]([C:26]1[S:27][C:28]([C:7]2[CH:12]=[CH:11][CH:10]=[CH:9][CH:8]=2)=[CH:29][CH:30]=1)(=[O:25])=[O:24] |f:0.1.2,8.9.10.11.12|. Procedure details: Sodium carbonate (2 ml of a 2M aqueous solution) followed by phenyl boronic acid (86 mg, 0.71 mmol) in 2 ml of 95% ethanol were added to a solution of N-(methoxyethoxymethyl)-N-(4-methyl-3-methyl-5-isoxazolyl)-5-bromothiophene-2-sulfonamide (200 mg, 0.47 mmol) and tetrakis (triphenylphosphine) palladium (0) (23 mg, 0.02 mmol) in dry benzene (4 ml) under argon. The mixture was refluxed for 12 h, diluted with 5 ml of water and extracted into ethyl acetate (3×25 ml). The combined organic extracts w... Starting materials: C(CSCCO)O (thiodiethylene glycol), BrCCCCCCCCCCCCCCCC (1-bromohexadecane). Solvent: C(COCCO)O (diethylene glycol). Yields the product BrCCCCCCCCCCCCCCCCCC (1-bromooctadecane), C(CCCCCCCCCCCCCCC)OCCSCCO (2-(2-Hexadecyloxyethylthio)ethanol). RXN SMILES: [CH2:1]([OH:7])[CH2:2][S:3][CH2:4][CH2:5][OH:6].[Br:8][CH2:9][CH2:10][CH2:11][CH2:12][CH2:13][CH2:14][CH2:15][CH2:16][CH2:17][CH2:18][CH2:19][CH2:20][CH2:21][CH2:22][CH2:23][CH3:24]>C(O)COCCO>[Br:8][CH2:9][CH2:10][CH2:11][CH2:12][CH2:13][CH2:14][CH2:15][CH2:16][CH2:17][CH2:18][CH2:19][CH2:20][CH2:21][CH2:22][CH2:23][CH2:24][CH2:4][CH3:5].[CH2:24]([O:7][CH2:1][CH2:2][S:3][CH2:4][CH2:5][OH:6])[CH2:23][CH2:22][CH2:21][CH2:20][CH2:19][CH2:18][CH2:17][CH2:16][CH2:15][CH2:14][CH2:13][CH2:12][CH2:11][CH2:10][CH3:9]. Procedure: Following the procedure described in preparation 1, but using thiodiethylene glycol and 1-bromohexadecane, instead of diethylene glycol and 1-bromooctadecane, respectively, the title compound was obtained in a similar yield.